Dataset: the Open Reaction Database (ORD), a public repository of structured organic reaction records. Task: describe an organic reaction: reactants, conditions, products, and yield Reactants: FC(F)(F)c1cc(Br)c2cccc(C(F)(F)F)c2n1, O=C([O-])[O-], COCCOC, [Na+], [Na+], O, c1ccc(P(c2ccccc2)(c2ccccc2)[Pd](P(c2ccccc2)(c2ccccc2)c2ccccc2)(P(c2ccccc2)(c2ccccc2)c2ccccc2)P(c2ccccc2)(c2ccccc2)c2ccccc2)cc1, OB(O)c1cc2ccccc2o1. Product: FC(F)(F)c1cc(-c2cc3ccccc3o2)c2cccc(C(F)(F)F)c2n1. RXN SMILES: [Br:1][c:2]1[cH:3][c:4]([C:16]([F:17])([F:18])[F:19])[n:5][c:6]2[c:7]([C:12]([F:13])([F:14])[F:15])[cH:8][cH:9][cH:10][c:11]12.[C:32](=[O:33])([O-:34])[O-:35].[CH2:39]([CH2:40][O:41][CH3:42])[O:43][CH3:44].[Na+:36].[Na+:37].[OH2:38].[cH:45]1[cH:46][cH:47][c:48]([P:49]([Pd:50]([P:51]([c:52]2[cH:53][cH:54][cH:55][cH:56][cH:57]2)([c:58]2[cH:59][cH:60][cH:61][cH:62][cH:63]2)[c:64]2[cH:65][cH:66][cH:67][cH:68][cH:69]2)([P:70]([c:71]2[cH:72][cH:73][cH:74][cH:75][cH:76]2)([c:77]2[cH:78][cH:79][cH:80][cH:81][cH:82]2)[c:83]2[cH:84][cH:85][cH:86][cH:87][cH:88]2)[P:89]([c:90]2[cH:91][cH:92][cH:93][cH:94][cH:95]2)([c:96]2[cH:97][cH:98][cH:99][cH:100][cH:101]2)[c:102]2[cH:103][cH:104][cH:105][cH:106][cH:107]2)([c:108]2[cH:109][cH:110][cH:111][cH:112][cH:113]2)[c:114]2[cH:115][cH:116][cH:117][cH:118][cH:119]2)[cH:120][cH:121]1.[o:20]1[c:21]([B:29]([OH:30])[OH:31])[cH:22][c:23]2[c:24]1[cH:25][cH:26][cH:27][cH:28]2>>[c:2]1(-[c:21]2[o:20][c:24]3[c:23]([cH:22]2)[cH:28][cH:27][cH:26][cH:25]3)[cH:3][c:4]([C:16]([F:17])([F:18])[F:19])[n:5][c:6]2[c:7]([C:12]([F:13])([F:14])[F:15])[cH:8][cH:9][cH:10][c:11]12. Reactants: Clc1ccnc2ccc(Br)cc12, [O-]CC1CCCCC1, OCC1CCCCC1, [Na+], O. The product is Brc1ccc2nccc(OCC3CCCCC3)c2c1. Reaction SMILES: [Br:1][c:2]1[cH:3][c:4]2[c:5]([Cl:12])[cH:6][cH:7][n:8][c:9]2[cH:10][cH:11]1.[CH:13]1([CH2:19][O-:20])[CH2:14][CH2:15][CH2:16][CH2:17][CH2:18]1.[CH:22]1([CH2:23][OH:24])[CH2:25][CH2:26][CH2:27][CH2:28][CH2:29]1.[Na+:21].[OH2:30]>>[Br:1][c:2]1[cH:3][c:4]2[c:5]([O:20][CH2:19][CH:13]3[CH2:14][CH2:15][CH2:16][CH2:17][CH2:18]3)[cH:6][cH:7][n:8][c:9]2[cH:10][cH:11]1.